From a dataset of the Open Reaction Database (ORD), a public repository of structured organic reaction records. describe an organic reaction: reactants, conditions, products, and yield Reactants: FC1=C(C(=CC=C1)F)NNC(C1=C(N=CC=C1I)OC)=O (N′-(2,6-difluorophenyl)-4-iodo-2-methoxynicotinohydrazide), N1[C@H](C(=O)O)CCC1 (L-proline), C([O-])([O-])=O.[K+].[K+] (potassium carbonate). Reagents/catalysts: [Cu]I (Copper(I) iodide). The solvent is CS(=O)C (DMSO). Conditions: temperature 60 celsius, time 8 hour. Yields the product FC1=C(C(=CC=C1)F)N1NC(C=2C(=NC=CC21)OC)=O (1-(2,6-difluorophenyl)-4-methoxy-1,2-dihydro-3H-pyrazolo[4,3-c]pyridin-3-one). Isolated yield 30.8%. As a reaction SMILES: [F:1][C:2]1[CH:7]=[CH:6][CH:5]=[C:4]([F:8])[C:3]=1[NH:9][NH:10][C:11](=[O:21])[C:12]1[C:17](I)=[CH:16][CH:15]=[N:14][C:13]=1[O:19][CH3:20].N1CCC[C@H]1C(O)=O.C(=O)([O-])[O-].[K+].[K+]>CS(C)=O.[Cu]I>[F:1][C:2]1[CH:7]=[CH:6][CH:5]=[C:4]([F:8])[C:3]=1[N:9]1[C:17]2[CH:16]=[CH:15][N:14]=[C:13]([O:19][CH3:20])[C:12]=2[C:11](=[O:21])[NH:10]1 |f:2.3.4|. Procedure details: To a solution of N′-(2,6-difluorophenyl)-4-iodo-2-methoxynicotinohydrazide (1.32 g) in DMSO (20 mL) were added L-proline (75.0 mg) and potassium carbonate (901 mg) at room temperature. Copper(I) iodide (62.1 mg) was added thereto under nitrogen atmosphere at 60° C., and the mixture was stirred overnight at 60° C. The reaction mixture was purified by silica gel column chromatography (hexane/ethyl acetate) to give the title compound (278 mg). Reactants: O=C([O-])[O-], Cc1ccccc1, CC(C)(C)OC(=O)N1CCc2nc(Cl)ccc2C1, [Cs+], [Cs+], CC(=O)[O-], CC(=O)[O-], [Pd+2], N=C(c1ccccc1)c1ccccc1, c1ccc(P(c2ccccc2)c2ccc3ccccc3c2-c2c(P(c3ccccc3)c3ccccc3)ccc3ccccc23)cc1. The product is CC(C)(C)OC(=O)N1CCc2nc(N=C(c3ccccc3)c3ccccc3)ccc2C1. As a reaction SMILES: [C:79](=[O:80])([O-:81])[O-:82].[CH3:94][c:95]1[cH:96][cH:97][cH:98][cH:99][cH:100]1.[Cl:1][c:2]1[n:3][c:4]2[c:9]([cH:10][cH:11]1)[CH2:8][N:7]([C:12](=[O:13])[O:14][C:15]([CH3:16])([CH3:17])[CH3:18])[CH2:6][CH2:5]2.[Cs+:83].[Cs+:84].[O-:86][C:87]([CH3:88])=[O:89].[O-:90][C:91]([CH3:92])=[O:93].[Pd+2:85].[c:19]1([C:25](=[NH:26])[c:27]2[cH:28][cH:29][cH:30][cH:31][cH:32]2)[cH:20][cH:21][cH:22][cH:23][cH:24]1.[cH:33]1[cH:34][cH:35][c:36]([P:37]([c:38]2[cH:39][cH:40][c:41]3[c:42]([cH:43][cH:44][cH:45][cH:46]3)[c:47]2-[c:48]2[c:49]3[c:50]([cH:51][cH:52][cH:53][cH:54]3)[cH:55][cH:56][c:57]2[P:58]([c:59]2[cH:60][cH:61][cH:62][cH:63][cH:64]2)[c:65]2[cH:66][cH:67][cH:68][cH:69][cH:70]2)[c:71]2[cH:72][cH:73][cH:74][cH:75][cH:76]2)[cH:77][cH:78]1>>[c:2]1([N:26]=[C:25]([c:19]2[cH:20][cH:21][cH:22][cH:23][cH:24]2)[c:27]2[cH:28][cH:29][cH:30][cH:31][cH:32]2)[n:3][c:4]2[c:9]([cH:10][cH:11]1)[CH2:8][N:7]([C:12](=[O:13])[O:14][C:15]([CH3:16])([CH3:17])[CH3:18])[CH2:6][CH2:5]2. The product is Cl, COC(=N)CCCCn1ncc(NC(=N)N)n1. As a reaction SMILES: [CH3:17][OH:18].[CH:19]([Cl:20])([Cl:21])[Cl:22].[ClH:16].[NH:1]([C:2](=[NH:3])[NH2:4])[c:5]1[n:6][n:7]([CH2:10][CH2:11][CH2:12][CH2:13][C:14]#[N:15])[n:8][cH:9]1>>[ClH:16].[NH:1]([C:2](=[NH:3])[NH2:4])[c:5]1[n:6][n:7]([CH2:10][CH2:11][CH2:12][CH2:13][C:14](=[NH:15])[O:18][CH3:17])[n:8][cH:9]1. Reactants: CO, ClC(Cl)Cl, Cl, N#CCCCCn1ncc(NC(=N)N)n1. Reactants: C([O-])([O-])=O.[K+].[K+] (potassium carbonate), BrCCC(=O)O (3-bromopropionic acid), SC1=C(C(=O)OC)C=CC(=C1)Cl (methyl 2-mercapto-4-chlorobenzoate). Solvent: CC(=O)C (acetone). Run at time 12 hour. Product: OC(=O)CCSC1=C(C(=O)OC)C=CC(=C1)Cl (Methyl 2-(2-hydroxycarbonyleth-1-yl)thio-4-chlorobenzoate). As a reaction SMILES: C(=O)([O-])[O-].[K+].[K+].Br[CH2:8][CH2:9][C:10]([OH:12])=[O:11].[SH:13][C:14]1[CH:23]=[C:22]([Cl:24])[CH:21]=[CH:20][C:15]=1[C:16]([O:18][CH3:19])=[O:17]>CC(C)=O>[OH:12][C:10]([CH2:9][CH2:8][S:13][C:14]1[CH:23]=[C:22]([Cl:24])[CH:21]=[CH:20][C:15]=1[C:16]([O:18][CH3:19])=[O:17])=[O:11] |f:0.1.2|. Procedure details: 179.5 g (1.3 mol) of potassium carbonate and, a little at a time, 94.5 g (0.62 mol) of 3-bromopropionic acid were added to a solution of 125.4 g (0.62 mol) of methyl 2-mercapto-4-chlorobenzoate in 1.5 l of acetone, and the reaction mixture was stirred at room temperature for 12 hours. The solvent was distilled off, the residue was taken up in water and the mixture was extracted with diethyl ether. The aqueous phase was then made acidic using concentrated hydrochloric acid, and the resulting prec... The reactants are FC1=CC=C(C=C1)[Si](CN1N=CN=C1)(C)C1=CC=C(C=C1)F (bis(4-fluorophenyl)(methyl)(1H-1,2,4-triazol-1-ylmethyl)silane), BrN1C(CCC1=O)=O (N-bromosuccinimide). The solvent is C(Cl)(Cl)(Cl)Cl (CCl4). The product is FC1=CC=C(C=C1)[Si](CN1N=CN=C1Br)(C)C1=CC=C(C=C1)F (bis(4-Fluorophenyl)methyl(5-bromo-1H-1,2,4-triazol-1-ylmethyl)silane). Yield: 86.2%. RXN SMILES: [F:1][C:2]1[CH:7]=[CH:6][C:5]([Si:8]([C:16]2[CH:21]=[CH:20][C:19]([F:22])=[CH:18][CH:17]=2)([CH3:15])[CH2:9][N:10]2[CH:14]=[N:13][CH:12]=[N:11]2)=[CH:4][CH:3]=1.[Br:23]N1C(=O)CCC1=O>C(Cl)(Cl)(Cl)Cl>[F:1][C:2]1[CH:3]=[CH:4][C:5]([Si:8]([C:16]2[CH:17]=[CH:18][C:19]([F:22])=[CH:20][CH:21]=2)([CH3:15])[CH2:9][N:10]2[C:14]([Br:23])=[N:13][CH:12]=[N:11]2)=[CH:6][CH:7]=1. Reported procedure: A mixture of 1.5 g (0.0050 mol) of bis(4-fluorophenyl)(methyl)(1H-1,2,4-triazol-1-ylmethyl)silane, 0.98 g (0.0055 mol) of N-bromosuccinimide and ~1 mg of azobisisobutyltronitrile in 10 mL of CCl4 was warmed to 60°, then illuminated with a high intensity lamp (Roxter Model 5900) for 20 minutes. The mixture was cooled, filtered, and evaporated, and the residue was flash chromatographed (10% ether/methylene chloride) to give 1.7 g of the title compound as an oil: ir (neat) 3030, 2960, 1590, 1498, 1... Reactants: Cc1ccn2c(C)c(-c3ccc4oc(=O)[nH]c4c3)nc2c1, CC(C)(C)OC(=O)CCl. Yields the product Cc1ccn2c(C)c(-c3ccc4oc(=O)n(CC(=O)OC(C)(C)C)c4c3)nc2c1. As a reaction SMILES: [CH3:1][c:2]1[c:3](-[c:12]2[cH:13][cH:14][c:15]3[c:16]([nH:17][c:18](=[O:20])[o:19]3)[cH:21]2)[n:4][c:5]2[n:6]1[cH:7][cH:8][c:9]([CH3:11])[cH:10]2.[Cl:22][CH2:23][C:24](=[O:25])[O:26][C:27]([CH3:28])([CH3:29])[CH3:30]>>[CH3:1][c:2]1[c:3](-[c:12]2[cH:13][cH:14][c:15]3[c:16]([n:17]([CH2:23][C:24](=[O:25])[O:26][C:27]([CH3:28])([CH3:29])[CH3:30])[c:18](=[O:20])[o:19]3)[cH:21]2)[n:4][c:5]2[n:6]1[cH:7][cH:8][c:9]([CH3:11])[cH:10]2. Reactants: C[O-].[Na+] (sodium methoxide), C(CC(=O)C)(=O)OCC (ethyl acetoacetate), ClC1=C(OCC(=O)O)C=CC(=C1Cl)C(C(CC)=C)=O ([2,3-dichloro-4-(2-methylene-1-oxobutyl)phenoxy]acetic acid). Solvent: C(C)O (ethanol). Yields the product ClC1=C(OCC(=O)O)C=CC(=C1Cl)C1=CC(CCC1CC)=O ([2,3-dichloro-4-(6-ethyl-3-oxo-1-cyclohexen-1-yl)phenoxy]acetic acid). The yield is 99.1%. As a reaction SMILES: [CH3:1][O-].[Na+].C(OCC)(=O)[CH2:5][C:6](C)=[O:7].[Cl:13][C:14]1[C:24]([Cl:25])=[C:23]([C:26](=O)[C:27](=[CH2:30])[CH2:28][CH3:29])[CH:22]=[CH:21][C:15]=1[O:16][CH2:17][C:18]([OH:20])=[O:19]>C(O)C>[Cl:13][C:14]1[C:24]([Cl:25])=[C:23]([C:26]2[CH:27]([CH2:30][CH3:1])[CH2:28][CH2:29][C:6](=[O:7])[CH:5]=2)[CH:22]=[CH:21][C:15]=1[O:16][CH2:17][C:18]([OH:20])=[O:19] |f:0.1|. Procedure: To a stirred solution of sodium methoxide (24.3 g, 0.45 mole) in ethanol (700 ml) and ethyl acetoacetate (58.6 g, 0.45 mole) was added [2,3-dichloro-4-(2-methylene-1-oxobutyl)phenoxy]acetic acid (60.6 g, 0.20 mole). The reaction mixture was heated at reflux for 21/2 hours, then the solvent was distilled at reduced pressure. The residue was dissolved in water, acidified with hydrochloric acid, extracted into ether, washed with water, extracted into sodium bicarbonate, acidified, extracted into et...